This data is from the Open Reaction Database (ORD), a public repository of structured organic reaction records. The task is: describe an organic reaction: reactants, conditions, products, and yield Reactants: C1CC(=O)N(C1=O)Br (NBS), C1CC(=O)N(C1=O)Br (NBS), [Br-] (bromide), ClC1=CC=C(C=C1)C1=CC(NC(=C1)C)=O (4-(4-chlorophenyl)-6-methylpyridin-2(1H)-one), ClC1=CC=C(C=C1)C1=CC(NC(=C1)C)=O (4-(4-chlorophenyl)-6-methylpyridin-2(1H)-one), BrC=1C(=CC(NC1C)=O)C1=CC=C(C=C1)Cl (5-bromo-4-(4-chlorophenyl)-6-methylpyridin-2(1H)-one). Run in CO (methanol). Conditions: temperature 40 celsius, time 1 hour. Product: BrC=1C(NC(=CC1C1=CC=C(C=C1)Cl)C)=O (3-bromo-4-(4-chlorophenyl)-6-methylpyridin-2(1H)-one). Isolated yield 58.6%. As a reaction SMILES: [Cl:1][C:2]1[CH:7]=[CH:6][C:5]([C:8]2[CH:13]=[C:12]([CH3:14])[NH:11][C:10](=[O:15])[CH:9]=2)=[CH:4][CH:3]=1.C1C(=O)N([Br:23])C(=O)C1.[Br-].BrC1C(C2C=CC(Cl)=CC=2)=CC(=O)NC=1C>CO>[Br:23][C:9]1[C:10](=[O:15])[NH:11][C:12]([CH3:14])=[CH:13][C:8]=1[C:5]1[CH:4]=[CH:3][C:2]([Cl:1])=[CH:7][CH:6]=1. Reported procedure: A suspension of 4-(4-chlorophenyl)-6-methylpyridin-2(1H)-one (0.44 g, 2.0 mmol) in methanol (30 mL) was refluxed until a clear solution formed. The solution was allowed to cool to 40° C., then NBS (285 mg, 1.6 mmol) was added in small portions over 30 min. After completion of the addition, analysis by HPLC/MS indicated about 40% of the starting 4-(4-chlorophenyl)-6-methylpyridin-2(1H)-one remained. Additional NBS (142 mg, 0.8 mmol) was added in portions over 10 min. The reaction mixture was stir... Starting materials: C(C(=O)Cl)(=O)Cl (oxalyl chloride), BrC1=C(C(=O)O)C=C(C=C1)Cl (2-bromo-5-chloro-benzoic acid), CO (methanol). Reagents/catalysts: CN(C=O)C (N,N-dimethylformamide). The solvent is ClCCl (dichloromethane), ClCCl (dichloromethane). Conditions: time 30 minute. Yields the product BrC1=C(C(=O)OC)C=C(C=C1)Cl (methyl 2-bromo-5-chloro-benzoate). Yield: 79.0%. RXN SMILES: [Br:1][C:2]1[CH:10]=[CH:9][C:8]([Cl:11])=[CH:7][C:3]=1[C:4]([OH:6])=[O:5].[C:12](Cl)(=O)C(Cl)=O.CO>ClCCl.CN(C)C=O>[Br:1][C:2]1[CH:10]=[CH:9][C:8]([Cl:11])=[CH:7][C:3]=1[C:4]([O:6][CH3:12])=[O:5]. Procedure details: To a suspension of 2-bromo-5-chloro-benzoic acid (2.5 g, 10.6 mmol) in dichloromethane (50 ml) was added a solution of oxalyl chloride in dichloromethane (2 M, 6 ml, 12 mmol) followed by N,N-dimethylformamide (5 drops). After stirring for 30 minutes, methanol (10 ml) was added. After stirring for 3 hours, the mixture was concentrated under reduced pressure. The residue was partitioned between ethyl acetate (150 ml) and saturated aqueous potassium carbonate solution (100 ml). The organic layer wa... Reported procedure: Sodium hydride (156 mg) was added to a solution of 3-nitro-1H-pyrazole (196 mg) in anhydrous DMF (2 mL) under cooling with ice, and the mixture was stirred at room temperature for 15 minutes. A solution of 1-chloro-N,N,2-trimethylpropan-2-amine in DMF (0.52 mL) was added to the resultant mixture, and the mixture was stirred at room temperature for about 24 hours. A saturated aqueous ammonium chloride solution (25 mL) and ethyl acetate (25 mL) were added to the reaction mixture and stirred under ... Conditions: time 15 minute. Product: CN(C(CN1N=C(C=C1)[N+](=O)[O-])(C)C)C (N,N,2-trimethyl-1-(3-nitro-1H-pyrazol-1-yl)propan-2-amine), crystals. The solvent is CN(C)C=O (DMF), CN(C)C=O (DMF), C(C)(=O)OCC (ethyl acetate). The reactants are [H-].[Na+] (Sodium hydride), [N+](=O)([O-])C1=NNC=C1 (3-nitro-1H-pyrazole), ClCC(C)(N(C)C)C (1-chloro-N,N,2-trimethylpropan-2-amine), resultant mixture, [Cl-].[NH4+] (ammonium chloride). RXN SMILES: [H-].[Na+].[N+:3]([C:6]1[CH:10]=[CH:9][NH:8][N:7]=1)([O-:5])=[O:4].Cl[CH2:12][C:13]([CH3:18])([N:15]([CH3:17])[CH3:16])[CH3:14].[Cl-].[NH4+]>CN(C=O)C.C(OCC)(=O)C>[CH3:16][N:15]([CH3:17])[C:13]([CH3:18])([CH3:14])[CH2:12][N:8]1[CH:9]=[CH:10][C:6]([N+:3]([O-:5])=[O:4])=[N:7]1 |f:0.1,4.5|. Yield: 25.0%. Reactants: OC=1C=C2C=CC=C(C2=CC1)C(=O)O (6-hydroxy-1-naphthoic acid), C([O-])([O-])=O.[Cs+].[Cs+] (cesium carbonate), ClC1=C(C=NC2=CC(=C(C=C12)OC)OC)C#N (4-chloro-3-cyano-6,7-dimethoxyquinoline). Run in CN(C=O)C (N,N-dimethylformamide), CN(C=O)C (N,N-dimethylformamide), CN(C)C=O (DMF). Run at time 15 minute. Yields the product C(#N)C=1C=NC2=CC(=C(C=C2C1OC=1C=C2C=CC=C(C2=CC1)C(=O)O)OC)OC (6-(3-cyano-6,7-dimethoxyquinolin-4-yloxy)-1-naphthoic acid). RXN SMILES: [OH:1][C:2]1[CH:3]=[C:4]2[C:9](=[CH:10][CH:11]=1)[C:8]([C:12]([OH:14])=[O:13])=[CH:7][CH:6]=[CH:5]2.C(=O)([O-])[O-].[Cs+].[Cs+].Cl[C:22]1[C:31]2[C:26](=[CH:27][C:28]([O:34][CH3:35])=[C:29]([O:32][CH3:33])[CH:30]=2)[N:25]=[CH:24][C:23]=1[C:36]#[N:37]>CN(C)C=O>[C:36]([C:23]1[CH:24]=[N:25][C:26]2[C:31]([C:22]=1[O:1][C:2]1[CH:3]=[C:4]3[C:9](=[CH:10][CH:11]=1)[C:8]([C:12]([OH:14])=[O:13])=[CH:7][CH:6]=[CH:5]3)=[CH:30][C:29]([O:32][CH3:33])=[C:28]([O:34][CH3:35])[CH:27]=2)#[N:37] |f:1.2.3|. Reported procedure: A resealable tube was charged with 6-hydroxy-1-naphthoic acid (0.596 g, 3.17 mmol), cesium carbonate (3.10 g, 9.51 mmol), and N,N-dimethylformamide (15 mL, Aldrich). The system was flushed with argon, the tube was sealed, and the mixture stirred at RT for 15 min. A solution of 4-chloro-3-cyano-6,7-dimethoxyquinoline (0.788 g, 3.17 mmol) in N,N-dimethylformamide (10 mL) was added (along with a 5 mL DMF rinse), and the system was again flushed with argon. The tube was sealed and the mixture stirre... The reactants are N([C@@H](C)C(=O)NCC(=O)N[C@@H](C(C)C)C(=O)N1[C@H](C(=O)OCC2=CC=CC=C2)CCC1)C(=O)OC(C)(C)C (Boc-Ala-Gly-Val-Pro-OBzl), CCN=C=NCCCN(C)C.C=1C=CC2=C(C1)N=NN2O (EDCI HOBt), N([C@@H](C(C)C)C(=O)N1[C@H](C(=O)NCC(=O)N[C@@H](CC2=CC=CC=C2)C(=O)NCC(=O)N[C@@H](C(C)C)C(=O)NCC(=O)OCC2=CC=CC=C2)CCC1)C(=O)OC(C)(C)C (Boc-Val-Pro-Gly-Phe-Gly-Val-Gly-OBzl), C(=O)(C(F)(F)F)O (TFA), N(CC(=O)N[C@@H](CC1=CC=CC=C1)C(=O)NCC(=O)N[C@@H](C(C)C)C(=O)NCC(=O)O)C(=O)OC(C)(C)C (Boc-Gly-Phe-Gly-Val-Gly-OH). The product is N(CC(=O)N[C@@H](CC1=CC=CC=C1)C(=O)NCC(=O)N[C@@H](C(C)C)C(=O)NCC(=O)N[C@@H](C)C(=O)NCC(=O)N[C@@H](C(C)C)C(=O)N1[C@H](C(=O)OCC2=CC=CC=C2)CCC1)C(=O)OC(C)(C)C (Boc-Gly-Phe-Gly-Val-Gly-Ala-Gly-Val-Pro-OBzl). Yield: 75.5%. RXN SMILES: [NH:1](C(OC(C)(C)C)=O)[C@H:2]([C:4]([NH:6][CH2:7][C:8]([NH:10][C@H:11]([C:15]([N:17]1[CH2:31][CH2:30][CH2:29][C@H:18]1[C:19]([O:21][CH2:22]C1C=CC=CC=1)=[O:20])=[O:16])[CH:12]([CH3:14])[CH3:13])=[O:9])=[O:5])[CH3:3].C(O)(C(F)(F)F)=O.[NH:46]([C:77]([O:79][C:80]([CH3:83])([CH3:82])[CH3:81])=[O:78])[CH2:47][C:48]([NH:50][C@H:51]([C:59]([NH:61][CH2:62][C:63]([NH:65][C@H:66]([C:70]([NH:72][CH2:73][C:74](O)=[O:75])=[O:71])[CH:67]([CH3:69])[CH3:68])=[O:64])=[O:60])[CH2:52]C1C=CC=CC=1)=[O:49].CCN=C=NCCCN(C)C.[CH:95]1[CH:96]=[CH:97][C:98]2N(O)N=N[C:99]=2[CH:100]=1.N(C(OC(C)(C)C)=O)[C@H](C(N1CCC[C@H]1C(NCC(N[C@H](C(NCC(N[C@H](C(NCC(OCC1C=CC=CC=1)=O)=O)C(C)C)=O)=O)C[C:123]1[CH:128]=[CH:127][CH:126]=[CH:125][CH:124]=1)=O)=O)=O)C(C)C>>[NH:46]([C:77]([O:79][C:80]([CH3:83])([CH3:82])[CH3:81])=[O:78])[CH2:47][C:48]([NH:50][C@H:51]([C:59]([NH:61][CH2:62][C:63]([NH:65][C@H:66]([C:70]([NH:72][CH2:73][C:74]([NH:1][C@H:2]([C:4]([NH:6][CH2:7][C:8]([NH:10][C@H:11]([C:15]([N:17]1[CH2:31][CH2:30][CH2:29][C@H:18]1[C:19]([O:21][CH2:22][C:123]1[CH:128]=[CH:127][CH:126]=[CH:125][CH:124]=1)=[O:20])=[O:16])[CH:12]([CH3:14])[CH3:13])=[O:9])=[O:5])[CH3:3])=[O:75])=[O:71])[CH:67]([CH3:68])[CH3:69])=[O:64])=[O:60])[CH2:52][C:99]1[CH:98]=[CH:97][CH:96]=[CH:95][CH:100]=1)=[O:49] |f:3.4|. Procedure: After deblocking XIII with TFA, the salt was coupled with XIV using EDCI/HOBt and worked up as for the preparation VI. The title compound was obtained in 75.5% yield. Rf2 0.57. Anal. calcd. for C47H67N9O12 .2H2O: C 57.06, H 7.23, N 12.74%. Found C 54.23, H 7.10, N 12.74%. Reactants: Br, Br, ClC(Cl)(Cl)Cl, COC(=O)C1CCCN1C(=O)CCC(=O)c1ccc(Br)cc1, CC(=O)O. Product: COC(=O)C1CCCN1C(=O)CC(Br)C(=O)c1ccc(Br)cc1. Reaction SMILES: [Br:28].[BrH:29].[C:23]([Cl:24])([Cl:25])([Cl:26])[Cl:27].[CH3:1][O:2][C:3]([CH:4]1[N:5]([C:9]([CH2:10][CH2:11][C:12]([c:13]2[cH:14][cH:15][c:16]([Br:19])[cH:17][cH:18]2)=[O:20])=[O:21])[CH2:6][CH2:7][CH2:8]1)=[O:22].[CH3:30][C:31](=[O:32])[OH:33]>>[CH3:1][O:2][C:3]([CH:4]1[N:5]([C:9]([CH2:10][CH:11]([C:12]([c:13]2[cH:14][cH:15][c:16]([Br:19])[cH:17][cH:18]2)=[O:20])[Br:29])=[O:21])[CH2:6][CH2:7][CH2:8]1)=[O:22].